Dataset: the Open Reaction Database (ORD), a public repository of structured organic reaction records. Task: describe an organic reaction: reactants, conditions, products, and yield The reactants are [OH-].[Na+] (Sodium hydroxide), FC(CC(C#N)(NC1=NC=C(C=C1)C1=CC(=CC(=C1)NC1=NC=CC(=N1)C(F)(F)F)C)C)(F)F (4,4,4-trifluoro-2-methyl-2-{[5-(3-methyl-5-{[4-(trifluoromethyl)pyrimidin-2-yl]amino}phenyl)pyridin-2-yl]amino}butanenitrile), CS(=O)C (DMSO). Solvent: CN(C)C=O (DMF). Yields the product FC(C[C@](NC1=NC=C(C=C1)C1=CC(=CC(=C1)NC1=NC=CC(=N1)C(F)(F)F)C)(C)C(=O)O)(F)F (4,4,4-trifluoro-N-[5-(3-methyl-5-{[4-(trifluoromethyl)pyrimidin-2-yl]amino}phenyl)pyridin-2-yl]isovaline). As a reaction SMILES: [OH-:1].[Na+].[F:3][C:4]([F:36])([F:35])[CH2:5][C:6]([CH3:34])([NH:9][C:10]1[CH:15]=[CH:14][C:13]([C:16]2[CH:21]=[C:20]([NH:22][C:23]3[N:28]=[C:27]([C:29]([F:32])([F:31])[F:30])[CH:26]=[CH:25][N:24]=3)[CH:19]=[C:18]([CH3:33])[CH:17]=2)=[CH:12][N:11]=1)[C:7]#N.CS(C)=[O:39]>CN(C=O)C>[F:3][C:4]([F:36])([F:35])[CH2:5][C@@:6]([C:7]([OH:39])=[O:1])([CH3:34])[NH:9][C:10]1[CH:15]=[CH:14][C:13]([C:16]2[CH:21]=[C:20]([NH:22][C:23]3[N:28]=[C:27]([C:29]([F:32])([F:31])[F:30])[CH:26]=[CH:25][N:24]=3)[CH:19]=[C:18]([CH3:33])[CH:17]=2)=[CH:12][N:11]=1 |f:0.1|. Procedure: Sodium hydroxide (5 M, 33.3 μL, 0.167 mmol) was added to a mixture of 4,4,4-trifluoro-2-methyl-2-{[5-(3-methyl-5-{[4-(trifluoromethyl)pyrimidin-2-yl]amino}phenyl)pyridin-2-yl]amino}butanenitrile (40.0 mg, 0.083 mmol) in DMSO (167 μL) and the reaction mixture was stirred at room temperature. Upon the reaction completion (monitored by LCMS) was diluted with DMF and filtered. The residue was directly purified by reverse phase chromatography and then by silica gel chromatography (0-100% ethyl acetat... RXN SMILES: [Br:1][C:2]1[C:7]([CH3:8])=[CH:6][C:5]([OH:9])=[CH:4][C:3]=1[CH3:10].[CH3:11][S:12]([C:15]1([CH2:18]O)[CH2:17][CH2:16]1)(=[O:14])=[O:13].C1(P(C2C=CC=CC=2)C2C=CC=CC=2)C=CC=CC=1.CC(OC(/N=N/C(OC(C)(C)C)=O)=O)(C)C>O1CCCC1>[Br:1][C:2]1[C:7]([CH3:8])=[CH:6][C:5]([O:9][CH2:18][C:15]2([S:12]([CH3:11])(=[O:14])=[O:13])[CH2:17][CH2:16]2)=[CH:4][C:3]=1[CH3:10]. Solvent: O1CCCC1 (tetrahydrofuran). Reaction conditions: temperature 0 celsius, time 48 hour. Procedure details: 4-bromo-3,5-dimethylphenol, (306 mg, 1.52 mmol), (1-Methanesulfonyl-cyclopropyl)-methanol (228 mg, 1.52 mmol), and triphenylphosphine (399 mg, 1.52 mmol) are suspended in dry tetrahydrofuran (10 mL) and cooled to 0° C. Di-tert-butylazodicarboxylate (350 mg, 1.52 mmol) is added and the mixture stirred at 50° C. for 48 hours then at room temperature for a further 48 hours. The mixture is concentrated under vacuum then partitioned between water and dichloromethane, The organic phase is dried and th... The reactants are C1(=CC=CC=C1)P(C1=CC=CC=C1)C1=CC=CC=C1 (triphenylphosphine), CC(C)(C)OC(=O)/N=N/C(=O)OC(C)(C)C (Di-tert-butylazodicarboxylate), BrC1=C(C=C(C=C1C)O)C (4-bromo-3,5-dimethylphenol), CS(=O)(=O)C1(CC1)CO ((1-Methanesulfonyl-cyclopropyl)-methanol). The product is BrC1=C(C=C(C=C1C)OCC1(CC1)S(=O)(=O)C)C (2-Bromo-5-(1-methanesulfonyl-cyclopropylmethoxy)-1,3-dimethyl-benzene), crude material.